This data is from the Open Reaction Database (ORD), a public repository of structured organic reaction records. The task is: describe an organic reaction: reactants, conditions, products, and yield Reactants: COC(=O)c1ccc(C=Cc2cc3c(cc2CCCO)C(C)(C)CCC3(C)C)cc1, CO, CCOCC, Cl, [Li+], [OH-]. Product: CC1(C)CCC(C)(C)c2cc(CCCO)c(C=Cc3ccc(C(=O)O)cc3)cc21. Reaction SMILES: [CH3:1][O:2][C:3]([c:4]1[cH:5][cH:6][c:7]([CH:10]=[CH:11][c:12]2[cH:13][c:14]3[c:19]([cH:20][c:21]2[CH2:22][CH2:23][CH2:24][OH:25])[C:18]([CH3:26])([CH3:27])[CH2:17][CH2:16][C:15]3([CH3:28])[CH3:29])[cH:8][cH:9]1)=[O:30].[CH3:34][OH:35].[CH3:36][CH2:37][O:38][CH2:39][CH3:40].[ClH:33].[Li+:32].[OH-:31]>>[O:2]=[C:3]([c:4]1[cH:5][cH:6][c:7]([CH:10]=[CH:11][c:12]2[cH:13][c:14]3[c:19]([cH:20][c:21]2[CH2:22][CH2:23][CH2:24][OH:25])[C:18]([CH3:26])([CH3:27])[CH2:17][CH2:16][C:15]3([CH3:28])[CH3:29])[cH:8][cH:9]1)[OH:30]. The reactants are suspension, ClC1=CC=C(C=C1)N1C(NC=C1C1=CC=CC=C1)=O (1-(4-chlorophenyl)-5-phenyl-4-imidazolin-2-one), C(C)OC(CCCCCCCl)=O (7-chloroenanthic acid ethyl ester). The solvent is CN(C)C=O (DMF). Yields the product C(C)OC(CCCCCCN1C(N(C(=C1)C1=CC=CC=C1)C1=CC=C(C=C1)Cl)=O)=O (7-[3-(4-Chlorophenyl)-2-oxo-4-phenyl-4-imidazolin-1-yl] enanthic acid ethyl ester). RXN SMILES: [Cl:1][C:2]1[CH:7]=[CH:6][C:5]([N:8]2[C:12]([C:13]3[CH:18]=[CH:17][CH:16]=[CH:15][CH:14]=3)=[CH:11][NH:10][C:9]2=[O:19])=[CH:4][CH:3]=1.[CH2:20]([O:22][C:23](=[O:31])[CH2:24][CH2:25][CH2:26][CH2:27][CH2:28][CH2:29]Cl)[CH3:21]>CN(C=O)C>[CH2:20]([O:22][C:23](=[O:31])[CH2:24][CH2:25][CH2:26][CH2:27][CH2:28][CH2:29][N:10]1[CH:11]=[C:12]([C:13]2[CH:18]=[CH:17][CH:16]=[CH:15][CH:14]=2)[N:8]([C:5]2[CH:4]=[CH:3][C:2]([Cl:1])=[CH:7][CH:6]=2)[C:9]1=[O:19])[CH3:21]. Procedure: The product is obtained as described in example 1 from 1.35 g NaJ (80% suspension in mineral oil), 12.2 g of 1-(4-chlorophenyl)-5-phenyl-4-imidazolin-2-one, 100 cc. of DMF, 8.7 g of 7-chloroenanthic acid ethyl ester and 1.35 g of NaJ. Eluant in chromatographic purification: hexane/ethyl acetate.